From a dataset of the Open Reaction Database (ORD), a public repository of structured organic reaction records. describe an organic reaction: reactants, conditions, products, and yield Starting materials: BrC1=CC=C(C=N1)C(=O)N1CCN(CC1)C1=NC=C(C=C1C)CC ((6-bromopyridin-3-yl)[4-(5-ethyl-3-methylpyridin-2-yl)piperazin-1-yl]methanone), CN1C(NCC1)=O (1-methylimidazolidin-2-one). Yields the product C(C)C=1C=C(C(=NC1)N1CCN(CC1)C(=O)C=1C=CC(=NC1)N1C(N(CC1)C)=O)C (1-{5-[4-(5-ethyl-3-methylpyridin-2-yl)piperazine-1-carbonyl]pyridin-2-yl}-3-methylimidazolidin-2-one). The yield is 76.7%. Reaction SMILES: Br[C:2]1[N:7]=[CH:6][C:5]([C:8]([N:10]2[CH2:15][CH2:14][N:13]([C:16]3[C:21]([CH3:22])=[CH:20][C:19]([CH2:23][CH3:24])=[CH:18][N:17]=3)[CH2:12][CH2:11]2)=[O:9])=[CH:4][CH:3]=1.[CH3:25][N:26]1[CH2:30][CH2:29][NH:28][C:27]1=[O:31]>>[CH2:23]([C:19]1[CH:20]=[C:21]([CH3:22])[C:16]([N:13]2[CH2:14][CH2:15][N:10]([C:8]([C:5]3[CH:4]=[CH:3][C:2]([N:28]4[CH2:29][CH2:30][N:26]([CH3:25])[C:27]4=[O:31])=[N:7][CH:6]=3)=[O:9])[CH2:11][CH2:12]2)=[N:17][CH:18]=1)[CH3:24]. Procedure: Using (6-bromopyridin-3-yl)[4-(5-ethyl-3-methylpyridin-2-yl)piperazin-1-yl]methanone (389 mg) described in Preparation Example 145 and 1-methylimidazolidin-2-one (120 mg) and by the reaction and treatment in the same manner as in Example 1, the title compound (313 mg) was obtained.